Task: describe an organic reaction: reactants, conditions, products, and yield. Dataset: the Open Reaction Database (ORD), a public repository of structured organic reaction records Starting materials: C(C)(C)(C)OO (t-butyl hydroperoxide), CC1(NC(CC(C1)N(C1=NC(=NC(=N1)N(C1CC(NC(C1)(C)C)(C)C)CCCC)N(C1CC(NC(C1)(C)C)(C)C)CCCC)CCCC)(C)C)C (2,4,6-tris[N-(2,2,6,6-tetramethylpiperidin-4-yl)-n-butylamino]-1,3,5-triazine). Reagents/catalysts: [Mo](=O)(=O)=O (molybdenum trioxide). Solvent: C1CCCCC1 (cyclohexane), C1CCCCC1 (cyclohexane). Run at temperature 150 celsius. The product is C1(CCCCC1)ON1C(CC(CC1(C)C)N(C1=NC(=NC(=N1)N(C1CC(N(C(C1)(C)C)OC1CCCCC1)(C)C)CCCC)N(C1CC(N(C(C1)(C)C)OC1CCCCC1)(C)C)CCCC)CCCC)(C)C (2,4,6-tris[N-(1-cyclohexyloxy-2,2,6,6-tetramethylpiperidin-4-yl)-n-butylamino]-1,3,5-triazine). Isolated yield 79.5%. RXN SMILES: [CH3:1][C:2]1([CH3:51])[CH2:7][CH:6]([N:8]([CH2:45][CH2:46][CH2:47][CH3:48])[C:9]2[N:14]=[C:13]([N:15]([CH2:26][CH2:27][CH2:28][CH3:29])[CH:16]3[CH2:21][C:20]([CH3:23])([CH3:22])[NH:19][C:18]([CH3:25])([CH3:24])[CH2:17]3)[N:12]=[C:11]([N:30]([CH2:41][CH2:42][CH2:43][CH3:44])[CH:31]3[CH2:36][C:35]([CH3:38])([CH3:37])[NH:34][C:33]([CH3:40])([CH3:39])[CH2:32]3)[N:10]=2)[CH2:5][C:4]([CH3:50])([CH3:49])[NH:3]1.[C:52]([O:56]O)([CH3:55])([CH3:54])C>[Mo](=O)(=O)=O.C1CCCCC1>[CH:52]1([O:56][N:34]2[C:35]([CH3:38])([CH3:37])[CH2:36][CH:31]([N:30]([CH2:41][CH2:42][CH2:43][CH3:44])[C:11]3[N:10]=[C:9]([N:8]([CH2:45][CH2:46][CH2:47][CH3:48])[CH:6]4[CH2:5][C:4]([CH3:49])([CH3:50])[N:3]([O:56][CH:52]5[CH2:55][CH2:49][CH2:4][CH2:5][CH2:54]5)[C:2]([CH3:1])([CH3:51])[CH2:7]4)[N:14]=[C:13]([N:15]([CH2:26][CH2:27][CH2:28][CH3:29])[CH:16]4[CH2:21][C:20]([CH3:22])([CH3:23])[N:19]([O:56][CH:52]5[CH2:55][CH2:21][CH2:16][CH2:17][CH2:54]5)[C:18]([CH3:24])([CH3:25])[CH2:17]4)[N:12]=3)[CH2:32][C:33]2([CH3:40])[CH3:39])[CH2:55][CH2:7][CH2:2][CH2:1][CH2:54]1. Procedure details: To a refluxing mixture of 13.5 g (19.0 mmol) of 2,4,6-tris[N-(2,2,6,6-tetramethylpiperidin-4-yl)-n-butylamino]-1,3,5-triazine, 0.2 g of molybdenum trioxide, and 175 ml of cyclohexane are added 36.6 g (284 mmol) of 70% aqueous t-butyl hydroperoxide over a 10 minute interval. The red reaction mixture is heated at reflux for one hour and then transferred to a Fischer-Porter pressure bottle using 25 ml of fresh cyclohexane. The reaction mixture is then heated for 3 hours at 150° C. to discharge the ... Starting materials: ClCCl, O=C(O)C(F)(F)F, CC(C)(C)OC(=O)N1CCN(c2nc(N)c([N+](=O)[O-])cc2Cl)CC1. Product: O=C(O)C(F)(F)F, Nc1nc(N2CCNCC2)c(Cl)cc1[N+](=O)[O-]. RXN SMILES: [Cl:32][CH2:33][Cl:34].[F:25][C:26]([C:27](=[O:28])[OH:29])([F:30])[F:31].[NH2:1][c:2]1[c:3]([N+:22](=[O:23])[O-:24])[cH:4][c:5]([Cl:21])[c:6]([N:8]2[CH2:9][CH2:10][N:11]([C:14]([O:15][C:16]([CH3:17])([CH3:18])[CH3:19])=[O:20])[CH2:12][CH2:13]2)[n:7]1>>[F:25][C:26]([C:27](=[O:28])[OH:29])([F:30])[F:31].[NH2:1][c:2]1[c:3]([N+:22](=[O:23])[O-:24])[cH:4][c:5]([Cl:21])[c:6]([N:8]2[CH2:9][CH2:10][NH:11][CH2:12][CH2:13]2)[n:7]1. The reactants are CC(CCC(=O)O)CC(NC(=O)OC(C)(C)C)C1CCC(=O)O1, O, c1ccncc1, c1ccccc1. Yields the product C=CC(C)CC(NC(=O)OC(C)(C)C)C1CCC(=O)O1. As a reaction SMILES: [C:1]([CH3:2])([CH3:3])([CH3:4])[O:5][C:6](=[O:7])[NH:8][CH:9]([CH2:10][CH:11]([CH2:12][CH2:13][C:14]([OH:15])=[O:16])[CH3:17])[CH:18]1[O:19][C:20](=[O:23])[CH2:21][CH2:22]1.[OH2:30].[cH:24]1[cH:25][cH:26][n:27][cH:28][cH:29]1.[cH:31]1[cH:32][cH:33][cH:34][cH:35][cH:36]1>>[C:1]([CH3:2])([CH3:3])([CH3:4])[O:5][C:6](=[O:7])[NH:8][CH:9]([CH2:10][CH:11]([CH:12]=[CH2:13])[CH3:17])[CH:18]1[O:19][C:20](=[O:23])[CH2:21][CH2:22]1. Starting materials: NC=1C=C(C(=O)OC)C=C(C1CC1=CC=CC=C1)S(N)(=O)=O (methyl 3-amino-4-benzyl-5-sulfamylbenzoate), NC=1C(=C(C=C(C(=O)OC)C1)OCCCC)CC1=CC=CC=C1 (methyl 5-amino-4-benzyl-3-n-butoxybenzoate). Product: NC=1C(=C(C=C(CO)C1)OCCCC)CC1=CC=CC=C1 (5-amino-4-benzyl-3-n-butoxybenzyl alcohol). Reaction SMILES: NC1C=C(C=C(S(=O)(=O)N)C=1CC1C=CC=CC=1)C(OC)=O.[NH2:23][C:24]1[C:25]([CH2:39][C:40]2[CH:45]=[CH:44][CH:43]=[CH:42][CH:41]=2)=[C:26]([O:34][CH2:35][CH2:36][CH2:37][CH3:38])[CH:27]=[C:28]([CH:33]=1)[C:29](OC)=[O:30]>>[NH2:23][C:24]1[C:25]([CH2:39][C:40]2[CH:41]=[CH:42][CH:43]=[CH:44][CH:45]=2)=[C:26]([O:34][CH2:35][CH2:36][CH2:37][CH3:38])[CH:27]=[C:28]([CH:33]=1)[CH2:29][OH:30]. Reported procedure: By replacing in Example 4 methyl 3-amino-4-benzyl-5-sulfamylbenzoate with an equimolar amount of methyl 5-amino-4-benzyl-3-n-butoxybenzoate (mp 82°-83° C.) and following the procedure described, 5-amino-4-benzyl-3-n-butoxybenzyl alcohol is obtained with a melting point of 105°-107° C. Starting materials: C=C(C)C(=O)Cl, CCOCC, [Na+], [Na+], O=C([O-])O, [OH-], O, O=C(O)C1CCCN1. Yields the product C=C(C)C(=O)N1CCCC1C(=O)O. Reaction SMILES: [C:16]([C:17](=[CH2:18])[CH3:19])(=[O:20])[Cl:21].[CH3:22][CH2:23][O:24][CH2:25][CH3:26].[Na+:13].[Na+:15].[O-:9][C:10]([OH:11])=[O:12].[OH-:14].[OH2:27].[OH:1][C:2](=[O:3])[CH:4]1[CH2:5][CH2:6][CH2:7][NH:8]1>>[OH:1][C:2](=[O:3])[CH:4]1[CH2:5][CH2:6][CH2:7][N:8]1[C:16]([C:17](=[CH2:18])[CH3:19])=[O:20]. The reactants are C(C)(C)(C)C1=NC=C(C(=N1)OCC)C=1N(C(C(N1)(C)C1=CC=C(C=C1)Cl)(C)C1=CC=C(C=C1)Cl)C(=O)Cl (rac-(4S*,5R*)-2-(2-tert-butyl-4-ethoxy-pyrimidin-5-yl)-4,5-bis-(4-chloro-phenyl)-4,5-dimethyl-4,5-dihydro-imidazole-1-carbonyl chloride), C(C)(C)(C)NC(CN1CCNCC1)=O (N-tert-butyl-2-piperazin-1-yl-acetamide). The product is C(C)(C)(C)NC(CN1CCN(CC1)C(=O)N1C(=N[C@@]([C@@]1(C)C1=CC=C(C=C1)Cl)(C)C1=CC=C(C=C1)Cl)C=1C(=NC(=NC1)C(C)(C)C)OCC)=O (Rac-N-tert-Butyl-2-{4-[(4S*,5R*)-2-(2-tert-butyl-4-ethoxy-pyrimidin-5-yl)-4,5-bis-(4-chloro-phenyl)-4,5-dimethyl-4,5-dihydro-imidazole-1-carbonyl]-piperazin-1-yl}-acetamide). As a reaction SMILES: [C:1]([C:5]1[N:10]=[C:9]([O:11][CH2:12][CH3:13])[C:8]([C:14]2[N:15]([C:35](Cl)=[O:36])[C:16]([C:28]3[CH:33]=[CH:32][C:31]([Cl:34])=[CH:30][CH:29]=3)([CH3:27])[C:17]([C:20]3[CH:25]=[CH:24][C:23]([Cl:26])=[CH:22][CH:21]=3)([CH3:19])[N:18]=2)=[CH:7][N:6]=1)([CH3:4])([CH3:3])[CH3:2].[C:38]([NH:42][C:43](=[O:51])[CH2:44][N:45]1[CH2:50][CH2:49][NH:48][CH2:47][CH2:46]1)([CH3:41])([CH3:40])[CH3:39]>>[C:38]([NH:42][C:43](=[O:51])[CH2:44][N:45]1[CH2:46][CH2:47][N:48]([C:35]([N:15]2[C@@:16]([C:28]3[CH:29]=[CH:30][C:31]([Cl:34])=[CH:32][CH:33]=3)([CH3:27])[C@@:17]([C:20]3[CH:25]=[CH:24][C:23]([Cl:26])=[CH:22][CH:21]=3)([CH3:19])[N:18]=[C:14]2[C:8]2[C:9]([O:11][CH2:12][CH3:13])=[N:10][C:5]([C:1]([CH3:3])([CH3:4])[CH3:2])=[N:6][CH:7]=2)=[O:36])[CH2:49][CH2:50]1)([CH3:41])([CH3:39])[CH3:40]. Reported procedure: In a manner analogous to the method described in example 3, rac-(4S*,5R*)-2-(2-tert-butyl-4-ethoxy-pyrimidin-5-yl)-4,5-bis-(4-chloro-phenyl)-4,5-dimethyl-4,5-dihydro-imidazole-1-carbonyl chloride was reacted with N-tert-butyl-2-piperazin-1-yl-acetamide (Enamine-BB) to give the title compound. HR-MS (ES, m/z) calculated for C38H50N7O3Cl2 [(M+H)+] 722.3347, observed 722.3341. Procedure: To an aqueous solution (40 ml) of sodium hydride (3.8 g), sodium 4-hydroxybenzenesulfonate dihydroxide (20 g) and tetrahydrofuran (28 ml) was added. To the mixture, benzyl chloroformate (12.3 ml) was added at 0° C. The mixture was stirred for 1 hour at 0° C. and for 1 hour at room temperature. The reaction mixture was concentrated. The precipitated crystals was washed with water and dried to give the title compound (18.1 g) having the following physical data. Yields the product C(C1=CC=CC=C1)OC(=O)OC1=CC=C(C=C1)S(=O)(=O)[O-].[Na+] (Sodium 4-(Benzyloxycarbonyloxy)benzenesulfonate). Conditions: temperature 0 celsius, time 1 hour. Run in O1CCCC1 (tetrahydrofuran). Reaction SMILES: [H-].[Na+:2].[OH-].[OH-].[OH:5][C:6]1[CH:11]=[CH:10][C:9]([S:12]([O-:15])(=[O:14])=[O:13])=[CH:8][CH:7]=1.[Na+].Cl[C:18]([O:20][CH2:21][C:22]1[CH:27]=[CH:26][CH:25]=[CH:24][CH:23]=1)=[O:19]>O1CCCC1>[CH2:21]([O:20][C:18]([O:5][C:6]1[CH:11]=[CH:10][C:9]([S:12]([O-:15])(=[O:13])=[O:14])=[CH:8][CH:7]=1)=[O:19])[C:22]1[CH:27]=[CH:26][CH:25]=[CH:24][CH:23]=1.[Na+:2] |f:0.1,2.3.4.5,8.9|. Reactants: [H-].[Na+] (sodium hydride), [OH-].[OH-].OC1=CC=C(C=C1)S(=O)(=O)[O-].[Na+] (sodium 4-hydroxybenzenesulfonate dihydroxide), ClC(=O)OCC1=CC=CC=C1 (benzyl chloroformate). Reactants: C1(=CC=CC2=CC=CC=C12)C(=O)N1CC(C(C1)C1=CSC=C1)C(=O)OC (1-(1-naphthoyl)-3-(SR)-carbomethoxy-4-(RS)-(3-thienyl)pyrrolidine), [Li+].[BH4-] (LiBH4), C(Cl)Cl (CH2Cl2), Cl (HCl). Run in C1CCOC1 (THF). The product is C1(=CC=CC2=CC=CC=C12)C(=O)N1CC(C(C1)C1=CSC=C1)CO (1-(1-Naphthoyl)-3-(SR)-hydroxymethyl-4-(RS)-thiophen-3-ylpyrrolidine). Yield: 92.8%. As a reaction SMILES: [C:1]1([C:11]([N:13]2[CH2:17][CH:16]([C:18]3[CH:22]=[CH:21][S:20][CH:19]=3)[CH:15]([C:23](OC)=[O:24])[CH2:14]2)=[O:12])[C:10]2[C:5](=[CH:6][CH:7]=[CH:8][CH:9]=2)[CH:4]=[CH:3][CH:2]=1.[Li+].[BH4-].C(Cl)Cl.Cl>C1COCC1>[C:1]1([C:11]([N:13]2[CH2:17][CH:16]([C:18]3[CH:22]=[CH:21][S:20][CH:19]=3)[CH:15]([CH2:23][OH:24])[CH2:14]2)=[O:12])[C:10]2[C:5](=[CH:6][CH:7]=[CH:8][CH:9]=2)[CH:4]=[CH:3][CH:2]=1 |f:1.2|. Procedure details: A solution of 0.48 g (1.31 mmol) of 1-(1-naphthoyl)-3-(SR)-carbomethoxy-4-(RS)-(3-thienyl)pyrrolidine and 2.6 mL (5.24 mmol) of LiBH4 (2M in THF) in 10 mL of THF was stirred at rt for 12 h. To the reaction mixture was added 50 mL of CH2Cl2 and 5 mL of 0.5N HCl. The fractions were partitioned and the aqueous fraction was extracted twice with CH2Cl2. The combined organic fractions were dried over Na2SO4, filtered and the filtrate was concentrated. The residue was purified by chomatography to give ...